Dataset: the Open Reaction Database (ORD), a public repository of structured organic reaction records. Task: describe an organic reaction: reactants, conditions, products, and yield Reactants: C(C=C)C1CCN(CC1)C(=O)OC(C)(C)C (4-(Prop-2-en-1-yl)-1-t-butoxycarbonylpiperidine), B1C2CCCC1CCC2 (9-BBN), BrC=1C=NC2=CC=CC=C2C1 (3-(bromo) quinoline), [1,1′-bis(triphenylphosphino)ferrocene)dichloropalladium, C[O-].[Na+] (sodium methoxide), C(Cl)Cl (methylene chloride). Run in C1CCOC1 (THF), C1CCOC1 (THF). Conditions: time 2 hour. The product is hexanes ethyl acetate, C(C)(C)(C)OC(=O)N1CCC(CC1)CCCC=1C=NC2=CC=CC=C2C1 (1-(t-Butoxycarbonyl)-4-(3-(quinolin-3-yl)propyl)piperidine). The yield is 58.9%. RXN SMILES: [CH2:1]([CH:4]1[CH2:9][CH2:8][N:7]([C:10]([O:12][C:13]([CH3:16])([CH3:15])[CH3:14])=[O:11])[CH2:6][CH2:5]1)[CH:2]=[CH2:3].B1C2CCCC1CCC2.C[O-].[Na+].Br[C:30]1[CH:31]=[N:32][C:33]2[C:38]([CH:39]=1)=[CH:37][CH:36]=[CH:35][CH:34]=2.C(Cl)Cl>C1COCC1>[C:13]([O:12][C:10]([N:7]1[CH2:8][CH2:9][CH:4]([CH2:1][CH2:2][CH2:3][C:30]2[CH:31]=[N:32][C:33]3[C:38]([CH:39]=2)=[CH:37][CH:36]=[CH:35][CH:34]=3)[CH2:5][CH2:6]1)=[O:11])([CH3:16])([CH3:15])[CH3:14] |f:2.3|. Procedure details: A solution of 1-(t-butoxycarbonyl)-4-(prop-2-en-1-yl)piperidine (from Procedure 5, Step B) (260 mg, 1.15 mmol) in THF (3 mL) under argon was treated with 0.5M 9-BBN solution in THF (2.30 mL, 1.15 mmol). The resulting mixture was stirred at rt for 2 h, then treated with sodium methoxide (68 mg, 1.25 mmol). The resulting mixture was stirred until it was homogeneous (˜15 min) and then was treated with 3-(bromo) quinoline (0.155 mL, 1.15 mmol) and [1,1′-bis(triphenylphosphino)ferrocene)dichloropalla... The product is Cc1cnc(CNC2CCN(C(=O)OC(C)(C)C)CC2)c(C)c1. Reactants: CC(C)(C)OC(=O)N1CCC(=O)CC1, Cc1cnc(CN)c(C)c1, ClCCl. As a reaction SMILES: [C:1](=[O:2])([O:3][C:4]([CH3:5])([CH3:6])[CH3:7])[N:8]1[CH2:9][CH2:10][C:11](=[O:14])[CH2:12][CH2:13]1.[CH3:15][c:16]1[c:17]([CH2:23][NH2:24])[n:18][cH:19][c:20]([CH3:22])[cH:21]1.[Cl:25][CH2:26][Cl:27]>>[C:1](=[O:2])([O:3][C:4]([CH3:5])([CH3:6])[CH3:7])[N:8]1[CH2:9][CH2:10][CH:11]([NH:24][CH2:23][c:17]2[c:16]([CH3:15])[cH:21][c:20]([CH3:22])[cH:19][n:18]2)[CH2:12][CH2:13]1. Starting materials: CC=1NC2=CC=CC=C2C1CCCS(=O)(=O)C1=CC=CC=C1 (2-methyl-3-(3-phenylsulfonylpropyl)indole), Cl.COC=1C=CC2=C(C(=NO2)C2CCNCC2)C1 (5-methoxy-3-(4-piperidyl)-1,2-benzisoxazole hydrochloride), C([O-])([O-])=O.[K+].[K+] (potassium carbonate), CC(CC)=O (2-butanone). Solvent: O (water). Yields the product Cl.COC=1C=CC2=C(C(=NO2)C2CCN(CC2)CCCC2=C(NC3=CC=CC=C23)C)C1 (3-[4-(5-Methoxy-1,2-benzisoxazole-3-yl)piperidyl]propyl-2-methylindole hydrochloride). Reaction SMILES: [CH3:1][C:2]1[NH:3][C:4]2[C:9]([C:10]=1[CH2:11][CH2:12][CH2:13]S(C1C=CC=CC=1)(=O)=O)=[CH:8][CH:7]=[CH:6][CH:5]=2.[ClH:23].[CH3:24][O:25][C:26]1[CH:27]=[CH:28][C:29]2[O:33][N:32]=[C:31]([CH:34]3[CH2:39][CH2:38][NH:37][CH2:36][CH2:35]3)[C:30]=2[CH:40]=1.C(=O)([O-])[O-].[K+].[K+].CC(=O)CC>O>[ClH:23].[CH3:24][O:25][C:26]1[CH:27]=[CH:28][C:29]2[O:33][N:32]=[C:31]([CH:34]3[CH2:39][CH2:38][N:37]([CH2:13][CH2:12][CH2:11][C:10]4[C:9]5[C:4](=[CH:5][CH:6]=[CH:7][CH:8]=5)[NH:3][C:2]=4[CH3:1])[CH2:36][CH2:35]3)[C:30]=2[CH:40]=1 |f:1.2,3.4.5,8.9|. Procedure: A mixture of 4.0 g of 2-methyl-3-(3-phenylsulfonylpropyl)indole, 3.0 g of 5-methoxy-3-(4-piperidyl)-1,2-benzisoxazole hydrochloride, 8.0 g of potassium carbonate and 70 ml of 2-butanone was heated under reflux, with stirring, and refluxed under nitrogen for 16 hours. The reaction mixture was poured into water and the aqueous suspension was extracted with ethyl acetate. The insoluble material was collected and washed with diluted sodium hydroxide to give a solid. The ethylacetate extract was wash... Reactants: CC=1NC=CN1 (2-methylimidazole), [H-].[Na+] (sodium hydride), FC1=CC=C(C=C1)I (4-fluoroiodobenzene). The solvent is CN(C)C=O (DMF). Conditions: time 30 minute. The product is CC=1N(C=CN1)C1=CC=C(C=C1)I (4-(2-Methylimidazol-1-yl)phenyliodide). The yield is 51.4%. RXN SMILES: [CH3:1][C:2]1[NH:3][CH:4]=[CH:5][N:6]=1.[H-].[Na+].F[C:10]1[CH:15]=[CH:14][C:13]([I:16])=[CH:12][CH:11]=1>CN(C=O)C>[CH3:1][C:2]1[N:3]([C:10]2[CH:15]=[CH:14][C:13]([I:16])=[CH:12][CH:11]=2)[CH:4]=[CH:5][N:6]=1 |f:1.2|. Procedure details: To a stirred solution of 2-methylimidazole (13.6 g, 165 mmol) in DMF (500 ml) was added sodium hydride (6.60 g, 165 mmol, 60% dispersion in mineral oil) in portions. The resulting white suspension was stirred at room temperature for 30 min, 4-fluoroiodobenzene (33.3 g, 150 mmol) added and the mixture heated at 100° C. After 16 hr, the bulk of DMF was removed by evaporation. The residue was then partitioned between a mixture of ethyl acetate-toluene (2:1, 500 ml) and water(250 ml). The organic la... Starting materials: C(C=C)C1CC(CC1=O)NC(OCC1=CC=CC=C1)=O (benzyl 3-allyl-4-oxocyclopentylcarbamate), C(C)(=O)[O-].[NH4+] (ammonium acetate), FC(CO)(F)F (2,2,2-trifluoroethanol), C(C)(C)(C)[N+]#[C-] (t-butylisonitrile). Run at time 3 day. Product: C(C)(=O)N[C@]1(C[C@H](C[C@@H]1CC=C)NC(OCC1=CC=CC=C1)=O)C(NC(C)(C)C)=O (benzyl (1S,3S,4S)-3-acetamido-4-allyl-3-(tert-butylcarbamoyl)cyclopentylcarbamate). Yield: 23.0%. As a reaction SMILES: [CH2:1]([CH:4]1[C:8](=O)[CH2:7][CH:6]([NH:10][C:11](=[O:20])[O:12][CH2:13][C:14]2[CH:19]=[CH:18][CH:17]=[CH:16][CH:15]=2)[CH2:5]1)[CH:2]=[CH2:3].[C:21]([O-:24])(=O)[CH3:22].[NH4+:25].[C:26]([N+:30]#[C-])([CH3:29])([CH3:28])[CH3:27].FC(F)(F)[CH2:34][OH:35]>>[C:21]([NH:25][C@:8]1([C:34](=[O:35])[NH:30][C:26]([CH3:29])([CH3:28])[CH3:27])[C@@H:4]([CH2:1][CH:2]=[CH2:3])[CH2:5][C@H:6]([NH:10][C:11](=[O:20])[O:12][CH2:13][C:14]2[CH:19]=[CH:18][CH:17]=[CH:16][CH:15]=2)[CH2:7]1)(=[O:24])[CH3:22] |f:1.2|. Procedure details: A stirred mixture of benzyl 3-allyl-4-oxocyclopentylcarbamate, mixture of isomers (5.19 g, 19 mmol) and ammonium acetate (5.86 g, 76 mmol) in 2,2,2-trifluoroethanol (20 mL) under nitrogen was treated with t-butylisonitrile (6.50 mL, 57 mmol) and stirred at room temperature for 3 days. The reaction mixture was concentrated in vacuo, dissolved in dichloromethane and added to a silica gel column (˜550 cc). Successive elution with 60%, 70%, and 80% ethyl acetate/heptane afforded the subject compound... The reactants are [Cl-] (chloride), FC(C=1C=C(C=C(C1)C(F)(F)F)C(C(=O)N(C)C=1C=NC(=CC1C1=C(C=CC(=C1)F)C)Cl)(C)C)(F)F (2-[3,5-bis(trifluoromethyl)phenyl]-N-[6-chloro-4-(5-fluoro-2-methylphenyl)-3-pyridinyl]-N,2-dimethylpropanamide), CC(C)(C)[Si](OC[C@H]1NC[C@H]2COCCN2C1)(C)C ((7S,9aS)-7-({[(1,1-dimethylethyl)(dimethyl)silyl]oxy}methyl)octahydropyrazino[2,1-c][1,4]oxazine), Bis tritertbutylphosphine palladium, [OH-].[Na+] (sodium hydroxide). The solvent is CCOC(=O)C (EtOAc), C1(=CC=CC=C1)C (toluene). Run at temperature 90 celsius. Yields the product FC(C=1C=C(C=C(C1)C(F)(F)F)C(C(=O)N(C)C=1C=NC(=CC1C1=C(C=CC(=C1)F)C)N1C[C@H]2COCCN2C[C@H]1CO[Si](C)(C)C(C)(C)C)(C)C)(F)F (2-[3,5-bis(trifluoromethyl)phenyl]-N-[6-[(7S,9aS)-7-({[(1,1-dimethylethyl)(dimethyl)silyl]oxy}methyl)hexahydropyrazino[2,1-c][1,4]oxazin-8(1H)-yl]-4-(5-fluoro-2-methylphenyl)-3-pyridinyl]-N,2-dimethylpropanamide). Reaction SMILES: [F:1][C:2]([F:36])([F:35])[C:3]1[CH:4]=[C:5]([C:13]([CH3:34])([CH3:33])[C:14]([N:16]([C:18]2[CH:19]=[N:20][C:21](Cl)=[CH:22][C:23]=2[C:24]2[CH:29]=[C:28]([F:30])[CH:27]=[CH:26][C:25]=2[CH3:31])[CH3:17])=[O:15])[CH:6]=[C:7]([C:9]([F:12])([F:11])[F:10])[CH:8]=1.[CH3:37][C:38]([Si:41]([CH3:55])([CH3:54])[O:42][CH2:43][C@@H:44]1[CH2:53][N:52]2[C@H:47]([CH2:48][O:49][CH2:50][CH2:51]2)[CH2:46][NH:45]1)([CH3:40])[CH3:39].[Cl-].[OH-].[Na+]>C1(C)C=CC=CC=1.CCOC(C)=O>[F:1][C:2]([F:36])([F:35])[C:3]1[CH:4]=[C:5]([C:13]([CH3:34])([CH3:33])[C:14]([N:16]([C:18]2[CH:19]=[N:20][C:21]([N:45]3[C@H:44]([CH2:43][O:42][Si:41]([C:38]([CH3:40])([CH3:39])[CH3:37])([CH3:54])[CH3:55])[CH2:53][N:52]4[C@H:47]([CH2:48][O:49][CH2:50][CH2:51]4)[CH2:46]3)=[CH:22][C:23]=2[C:24]2[CH:29]=[C:28]([F:30])[CH:27]=[CH:26][C:25]=2[CH3:31])[CH3:17])=[O:15])[CH:6]=[C:7]([C:9]([F:12])([F:11])[F:10])[CH:8]=1 |f:3.4|. Procedure: 2-[3,5-bis(trifluoromethyl)phenyl]-N-[6-chloro-4-(5-fluoro-2-methylphenyl)-3-pyridinyl]-N,2-dimethylpropanamide (D55, 50 mg, 0.094 mmol), (7S,9aS)-7-({[(1,1-dimethylethyl)(dimethyl)silyl]oxy}methyl)octahydropyrazino[2,1-c][1,4]oxazine (D51, 34 mg, 0.116 mmol) were dissolved in toluene (1.5 mL). Bis tritertbutylphosphine palladium (12.5 mg, 0.0244 mmol), followed by hexadecyltrimethylammoium chloride (20 μL, 25% aq sol), and finally sodium hydroxide solution (0.11 mL, 50% aq sol) were added. The ... Starting materials: F[B-](F)(F)F, CCCCCCCCCC(=O)OCC, [Li]CCCC, CCOC(=O)C(=CC=[N+](C)C)N(C)C, CCCCCC, CC(C)NC(C)C, [Cl-], ClCCl, [NH4+], C1CCOC1, O. The product is CCCCCCCCC(=CC=C(C(=O)OCC)N(C)C)C(=O)OCC. RXN SMILES: [B-:27]([F:28])([F:29])([F:30])[F:31].[C:1]([CH2:2][CH2:3][CH2:4][CH2:5][CH2:6][CH2:7][CH2:8][CH2:9][CH3:10])(=[O:11])[O:12][CH2:13][CH3:14].[CH2:22]([Li:23])[CH2:24][CH2:25][CH3:26].[CH3:32][N:33]([C:34](=[CH:35][CH:36]=[N+:37]([CH3:38])[CH3:39])[C:40](=[O:41])[O:42][CH2:43][CH3:44])[CH3:45].[CH3:48][CH2:49][CH2:50][CH2:51][CH2:52][CH3:53].[CH:15]([NH:16][CH:17]([CH3:18])[CH3:19])([CH3:20])[CH3:21].[Cl-:46].[Cl:60][CH2:61][Cl:62].[NH4+:47].[O:54]1[CH2:55][CH2:56][CH2:57][CH2:58]1.[OH2:59]>>[C:1]([C:2]([CH2:3][CH2:4][CH2:5][CH2:6][CH2:7][CH2:8][CH2:9][CH3:10])=[CH:36][CH:35]=[C:34]([N:33]([CH3:32])[CH3:45])[C:40](=[O:41])[O:42][CH2:43][CH3:44])(=[O:11])[O:12][CH2:13][CH3:14]. Reactants: O=C(C(Cl)c1ccccc1)N1CCc2c(cnc3[nH]nc(Br)c23)C1, C1COCCO1, CCN(C(C)C)C(C)C, CC(C)(C)OC(=O)N1CCNCC1. The product is CC(C)(C)OC(=O)N1CCN(C(C(=O)N2CCc3c(cnc4[nH]nc(Br)c34)C2)c2ccccc2)CC1. RXN SMILES: [Br:1][c:2]1[n:3][nH:4][c:5]2[n:6][cH:7][c:8]3[c:13]([c:14]12)[CH2:12][CH2:11][N:10]([C:15]([CH:16]([c:17]1[cH:18][cH:19][cH:20][cH:21][cH:22]1)[Cl:23])=[O:24])[CH2:9]3.[CH2:47]1[O:48][CH2:49][CH2:50][O:51][CH2:52]1.[CH:25]([N:26]([CH2:27][CH3:28])[CH:29]([CH3:30])[CH3:31])([CH3:32])[CH3:33].[N:34]1([C:40](=[O:41])[O:42][C:43]([CH3:44])([CH3:45])[CH3:46])[CH2:35][CH2:36][NH:37][CH2:38][CH2:39]1>>[Br:1][c:2]1[n:3][nH:4][c:5]2[n:6][cH:7][c:8]3[c:13]([c:14]12)[CH2:12][CH2:11][N:10]([C:15]([CH:16]([c:17]1[cH:18][cH:19][cH:20][cH:21][cH:22]1)[N:37]1[CH2:36][CH2:35][N:34]([C:40](=[O:41])[O:42][C:43]([CH3:44])([CH3:45])[CH3:46])[CH2:39][CH2:38]1)=[O:24])[CH2:9]3. Starting materials: ClC1=NC=CC=C1CN1C2=C(NCC1)N=CC(=C2)C2=CC=C(C(=O)O)C=C2 (4-[1-(2-Chloropyridin-3-ylmethyl)-1,2,3,4-tetrahydropyrido[2,3-b]pyrazin-7-yl]benzoic acid), N1(CCCC1)C1CCNCC1 (4-(1-pyrrolidinyl)piperidine). Product: ClC1=NC=CC=C1CN1C2=C(NCC1)N=CC(=C2)C2=CC=C(C=C2)C(=O)N2CCC(CC2)N2CCCC2 ({4-[1-(2-Chloropyridin-3-ylmethyl)-1,2,3,4-tetrahydropyrido[2,3-b]pyrazin-7-yl]phenyl}-(4-pyrrolidin-1-yl-piperidin-1-yl)methanone). The yield is 20.0%. Reaction SMILES: [Cl:1][C:2]1[C:7]([CH2:8][N:9]2[CH2:14][CH2:13][NH:12][C:11]3[N:15]=[CH:16][C:17]([C:19]4[CH:27]=[CH:26][C:22]([C:23]([OH:25])=O)=[CH:21][CH:20]=4)=[CH:18][C:10]2=3)=[CH:6][CH:5]=[CH:4][N:3]=1.[N:28]1([CH:33]2[CH2:38][CH2:37][NH:36][CH2:35][CH2:34]2)[CH2:32][CH2:31][CH2:30][CH2:29]1>>[Cl:1][C:2]1[C:7]([CH2:8][N:9]2[CH2:14][CH2:13][NH:12][C:11]3[N:15]=[CH:16][C:17]([C:19]4[CH:27]=[CH:26][C:22]([C:23]([N:36]5[CH2:37][CH2:38][CH:33]([N:28]6[CH2:32][CH2:31][CH2:30][CH2:29]6)[CH2:34][CH2:35]5)=[O:25])=[CH:21][CH:20]=4)=[CH:18][C:10]2=3)=[CH:6][CH:5]=[CH:4][N:3]=1. Reported procedure: 4-[1-(2-Chloropyridin-3-ylmethyl)-1,2,3,4-tetrahydropyrido[2,3-b]pyrazin-7-yl]benzoic acid (38 mg) was reacted with 4-(1-pyrrolidinyl)piperidine as in General Procedure 8 to give the title compound as a yellow solid (20% yield). LCMS: m/z=516.89 (M+H+), 1H-NMR (CDCl3, 400 MHz) δ 1.50 (1H, m), 1.80 (5H, m), 1.97 (2H, m), 2.27 (1H, m), 2.58 (4H, m), 3.01 (2H, m), 3.50 (2H, m), 3.67 (2H, m), 3.79 (1H, m), 4.54 (2H, s), 4.95 (1H, bs), 6.58 (1H, d, J=1.5 Hz), 7.23 (1H, m), 7.36 (4H, m), 7.62 (1H, dd,...